Dataset: the Open Reaction Database (ORD), a public repository of structured organic reaction records. Task: describe an organic reaction: reactants, conditions, products, and yield The reactants are Cc1ccccc1, NC(=O)c1ccc(Cl)nc1, [K+], [K+], O=C([O-])[O-], CN(C)C=O, Oc1ccc(CCNC2CCC(O)CC2)cc1. The product is NC(=O)c1ccc(Oc2ccc(CCNC3CCC(O)CC3)cc2)nc1. As a reaction SMILES: [CH3:39][c:40]1[cH:41][cH:42][cH:43][cH:44][cH:45]1.[Cl:18][c:19]1[n:20][cH:21][c:22]([C:23](=[O:24])[NH2:25])[cH:26][cH:27]1.[K+:28].[K+:29].[O-:30][C:31]([O-:32])=[O:33].[O:34]=[CH:35][N:36]([CH3:37])[CH3:38].[OH:1][CH:2]1[CH2:3][CH2:4][CH:5]([NH:8][CH2:9][CH2:10][c:11]2[cH:12][cH:13][c:14]([OH:17])[cH:15][cH:16]2)[CH2:6][CH2:7]1>>[OH:1][CH:2]1[CH2:3][CH2:4][CH:5]([NH:8][CH2:9][CH2:10][c:11]2[cH:12][cH:13][c:14]([O:17][c:19]3[n:20][cH:21][c:22]([C:23](=[O:24])[NH2:25])[cH:26][cH:27]3)[cH:15][cH:16]2)[CH2:6][CH2:7]1. The solvent is CO (methanol), C(C)(=O)OCC (ethyl acetate). Yield: 101.9%. The product is C1(=CC=CC=C1)C1(OCCCC1)C1=CC=C(C=C1)O (4-(2-Phenyl-tetrahydro-pyran-2-yl)-phenol). Reaction conditions: time 6 hour. The reactants are C(C1=CC=CC=C1)OC1=CC=C(C=C1)C1(OCC=CC1)C1=CC=CC=C1 (2-(4-Benzyloxy-phenyl)-2-phenyl-3,6-dihydro-2H-pyran). Reaction SMILES: C([O:8][C:9]1[CH:14]=[CH:13][C:12]([C:15]2([C:21]3[CH:26]=[CH:25][CH:24]=[CH:23][CH:22]=3)[CH2:20][CH:19]=[CH:18][CH2:17][O:16]2)=[CH:11][CH:10]=1)C1C=CC=CC=1>CO.C(OCC)(=O)C.[Pd]>[C:21]1([C:15]2([C:12]3[CH:11]=[CH:10][C:9]([OH:8])=[CH:14][CH:13]=3)[CH2:20][CH2:19][CH2:18][CH2:17][O:16]2)[CH:22]=[CH:23][CH:24]=[CH:25][CH:26]=1. Procedure: 2-(4-Benzyloxy-phenyl)-2-phenyl-3,6-dihydro-2H-pyran (4.1 g) was dissolved in methanol (25 mL) and ethyl acetate (5 mL). 5% Palladium on carbon (10 mg) was added. Nitrogen was bubbled through the solution. Ammonium acetate (4 g) was added. The mixture was stirred for 6 h, filtered through a block of celite and concentrated to a solid. NMR indicated full conversion to the title product (3.1 g, 12.2 mmol). Reagents/catalysts: [Pd] (Palladium on carbon).